This data is from the Open Reaction Database (ORD), a public repository of structured organic reaction records. The task is: describe an organic reaction: reactants, conditions, products, and yield Reactants: C(CC1=CC=CC=C1)Br (phenethyl bromide), C(CC1=CC=CC=C1)Br (phenethyl bromide), COC=1C=C(C=CC1OC)C1CNCCC1 (3-(3',4'-dimethoxyphenyl)-piperidine). The product is C1(=CC=CC=C1)CCN1CC(CCC1)C1=CC(=C(C=C1)OC)OC (N-(β-phenylethyl)-3-(3',4'-dimethoxyphenyl)-piperidine). Run at time 6 hour. Procedure: 500 mg of silver oxide were added to a mixture of 1 g of 3-(3',4'-dimethoxyphenyl)-piperidine in 5 ml of chloroform and then 0.7 ml of phenethyl bromide was added thereto dropwise. The mixture was stirred for 6 hours at room temperature and then 250 mg of silver oxide and 0.35 ml of phenethyl bromide were added thereto. The mixture was stirred at room temperature for 16 hours and was filtered to remove insolubles. The filtrate was evaporated to dryness under reduced pressure and the residue was ... Run in C(Cl)(Cl)Cl (chloroform). Reagents/catalysts: [Ag]=O (silver oxide), [Ag]=O (silver oxide). Reaction SMILES: [CH3:1][O:2][C:3]1[CH:4]=[C:5]([CH:11]2[CH2:16][CH2:15][CH2:14][NH:13][CH2:12]2)[CH:6]=[CH:7][C:8]=1[O:9][CH3:10].[CH2:17](Br)[CH2:18][C:19]1[CH:24]=[CH:23][CH:22]=[CH:21][CH:20]=1>C(Cl)(Cl)Cl.[Ag]=O>[C:19]1([CH2:18][CH2:17][N:13]2[CH2:14][CH2:15][CH2:16][CH:11]([C:5]3[CH:6]=[CH:7][C:8]([O:9][CH3:10])=[C:3]([O:2][CH3:1])[CH:4]=3)[CH2:12]2)[CH:24]=[CH:23][CH:22]=[CH:21][CH:20]=1. Reactants: C(C1=CC=CC=C1)OC1=CC(N(C=C1)CC(C1=CC2=C(CCN(CC2)C(C(F)(F)F)=O)C=C1)=O)=O (4-Benzyloxy-1-{2-oxo-2-[3-(2,2,2-trifluoro-acetyl)-2,3,4,5-tetrahydro-1H-3-benzazepin-7-yl]-ethyl}-1H-pyridin-2-one), [OH-].[Na+] (sodium hydroxide). Run in CO (MeOH). Conditions: time 2 hour. Product: C(C1=CC=CC=C1)OC1=CC(N(C=C1)CC(C1=CC2=C(CCNCC2)C=C1)=O)=O (4-Benzyloxy-1-[2-oxo-2-(2,3,4,5-tetrahydro-1H-3-benzazepin-7-yl)-ethyl]-1H-pyridin-2-one). Reaction SMILES: [CH2:1]([O:8][C:9]1[CH:14]=[CH:13][N:12]([CH2:15][C:16](=[O:34])[C:17]2[CH:33]=[CH:32][C:20]3[CH2:21][CH2:22][N:23](C(=O)C(F)(F)F)[CH2:24][CH2:25][C:19]=3[CH:18]=2)[C:11](=[O:35])[CH:10]=1)[C:2]1[CH:7]=[CH:6][CH:5]=[CH:4][CH:3]=1.[OH-].[Na+]>CO>[CH2:1]([O:8][C:9]1[CH:14]=[CH:13][N:12]([CH2:15][C:16](=[O:34])[C:17]2[CH:33]=[CH:32][C:20]3[CH2:21][CH2:22][NH:23][CH2:24][CH2:25][C:19]=3[CH:18]=2)[C:11](=[O:35])[CH:10]=1)[C:2]1[CH:7]=[CH:6][CH:5]=[CH:4][CH:3]=1 |f:1.2|. Procedure: To 100 mg (0.21 mmol) 4-benzyloxy-1-{2-oxo-2-[3-(2,2,2-trifluoro-acetyl)-2,3,4,5-tetrahydro-1H-3-benzazepin-7-yl]-ethyl}-1H-pyridin-2-one (example 22.1) in 5.0 mL MeOH is added 0.41 mL (0.41 mmol) aqueous 1 M sodium hydroxide solution. The reaction mixture is stirred 2 h at RT. The solvent is evaporated, the residue is dissolved in DMF and purified via reverse HPLC chromatography (Zorbax stable bond, C18; water (0.15% formic acid)/acetonitrile 95:5 to 5:95). Product: Cn1cnc2ccc(cc12)B(O)O. Reagents/catalysts: c1ccc(cc1)-c2c3ccccc3cc4ccccc24 (9-Phenylanthracene), C(=O)(O)[O-].[Na+] (NaHCO3), C(P(C(C)(C)C)C(C)(C)C)(C)(C)C (P(tBu)3\Pd(OAc)2), C(O[Pd]OC(C)=O)(C)=O (Pd(OAc)2). Solvent: CCC(C)(C)O   (tert-amyl alcohol). The reactants are B(B(O)O)(O)O, c1cc2c(cc1Br)n(cn2)C. Reaction conditions: temperature 110 celsius, time 18 hour. Reaction SMILES: [CH3:1][n:2]1[c:10]([c:5]2[n:4][cH:3]1)[cH:9][c:8](Br)[cH:7][cH:6]2.[OH:11][B:12](B(O)O)[OH:13]>>[CH3:1][n:2]1[c:10]([c:5]2[n:4][cH:3]1)[cH:9][c:8]([B:12]([OH:13])[OH:11])[cH:7][cH:6]2. The reactants are [Li+].[OH-] (LiOH), COC1=CC=C(CN2N=CC(=C2)C(=O)OCC)C=C1 (ethyl 1-(4-methoxybenzyl)-1H-pyrazole-4-carboxylate). Solvent: O (water), C1CCOC1.CO (THF MeOH). Conditions: temperature 60 celsius. Product: COC1=CC=C(CN2N=CC(=C2)C(=O)O)C=C1 (1-(4-methoxybenzyl)-1H-pyrazole-4-carboxylic acid). Isolated yield 96.5%. RXN SMILES: [Li+].[OH-].[CH3:3][O:4][C:5]1[CH:21]=[CH:20][C:8]([CH2:9][N:10]2[CH:14]=[C:13]([C:15]([O:17]CC)=[O:16])[CH:12]=[N:11]2)=[CH:7][CH:6]=1>O.C1COCC1.CO>[CH3:3][O:4][C:5]1[CH:6]=[CH:7][C:8]([CH2:9][N:10]2[CH:14]=[C:13]([C:15]([OH:17])=[O:16])[CH:12]=[N:11]2)=[CH:20][CH:21]=1 |f:0.1,4.5|. Procedure details: According to Scheme 1 Step 2: A solution of LiOH (358 mmol, 15.3 g) in water (2 M) was added at room temperature to a solution of ethyl 1-(4-methoxybenzyl)-1H-pyrazole-4-carboxylate (143 mmol, 37.2 g) in THF/MeOH (1:1, 400 mL) and the reaction mixture was heated at 60° C. overnight. After evaporation of THF and MeOH, a solid was filtered, water (150 mL) was added and the aqueous phase was extracted with Et2O. The aqueous phase was then acidified with a solution of HCl 1 M until pH=1-2 and extrac...